This data is from the Open Reaction Database (ORD), a public repository of structured organic reaction records. The task is: describe an organic reaction: reactants, conditions, products, and yield The reactants are IC (iodomethane), C([O-])([O-])=O.[K+].[K+] (potassium carbonate), FC=1C=CC(=C(C=O)C1)O (5-fluoro-2-hydroxybenzaldehyde). Solvent: C(C)#N (acetonitrile). The product is FC=1C=CC(=C(C=O)C1)OC (5-Fluoro-2-methoxybenzaldehyde). As a reaction SMILES: [F:1][C:2]1[CH:3]=[CH:4][C:5]([OH:10])=[C:6]([CH:9]=1)[CH:7]=[O:8].IC.[C:13](=O)([O-])[O-].[K+].[K+]>C(#N)C>[F:1][C:2]1[CH:3]=[CH:4][C:5]([O:10][CH3:13])=[C:6]([CH:9]=1)[CH:7]=[O:8] |f:2.3.4|. Procedure details: 20.0 g (0.143 mol) of 5-fluoro-2-hydroxybenzaldehyde are dissolved in 250 ml of acetonitrile. 81.04 g (0.57 mol) of iodomethane and 39.5 g (285 mol) of potassium carbonate are added, and the suspension is heated at reflux for 3 hours. The suspension is filtered and the mother liquor is diluted with ethyl acetate, washed twice with water, dried over magnesium sulphate and filtered, and the solvents are evaporated under reduced pressure. Reactants: O=C1CCC(=O)N1Br, ClCCl, c1ccc(P(c2ccccc2)c2ccccc2)cc1, CC(C)C(CO)c1ccccc1. Product: CC(C)C(CBr)c1ccccc1. As a reaction SMILES: [Br:32][N:33]1[C:34](=[O:35])[CH2:36][CH2:37][C:38]1=[O:39].[CH2:40]([Cl:41])[Cl:42].[c:13]1([P:14]([c:15]2[cH:16][cH:17][cH:18][cH:19][cH:20]2)[c:21]2[cH:22][cH:23][cH:24][cH:25][cH:26]2)[cH:27][cH:28][cH:29][cH:30][cH:31]1.[c:1]1([CH:7]([CH2:8][OH:9])[CH:10]([CH3:11])[CH3:12])[cH:2][cH:3][cH:4][cH:5][cH:6]1>>[c:1]1([CH:7]([CH2:8][Br:32])[CH:10]([CH3:11])[CH3:12])[cH:2][cH:3][cH:4][cH:5][cH:6]1.